describe an organic reaction: reactants, conditions, products, and yield From a dataset of the Open Reaction Database (ORD), a public repository of structured organic reaction records. RXN SMILES: C(O[C:4]([CH:6]1[C:14]2[C:9](=[CH:10][CH:11]=[C:12]([C:15](=[O:22])[C:16]3[CH:21]=[CH:20][CH:19]=[CH:18][CH:17]=3)[CH:13]=2)[N:8]([CH2:23][CH3:24])[C:7]1=[O:25])=[O:5])C.[NH2:26][C:27]1[CH:28]=[C:29]([CH:40]=[CH:41][CH:42]=1)[C:30]([NH:32][C:33]1[CH:38]=[CH:37][C:36]([Br:39])=[CH:35][CH:34]=1)=[O:31]>>[Br:39][C:36]1[CH:37]=[CH:38][C:33]([NH:32][C:30]([C:29]2[CH:28]=[C:27]([NH:26][C:4]([CH:6]3[C:14]4[C:9](=[CH:10][CH:11]=[C:12]([C:15](=[O:22])[C:16]5[CH:17]=[CH:18][CH:19]=[CH:20][CH:21]=5)[CH:13]=4)[N:8]([CH2:23][CH3:24])[C:7]3=[O:25])=[O:5])[CH:42]=[CH:41][CH:40]=2)=[O:31])=[CH:34][CH:35]=1. The product is BrC1=CC=C(C=C1)NC(=O)C=1C=C(C=CC1)NC(=O)C1C(N(C2=CC=C(C=C12)C(C1=CC=CC=C1)=O)CC)=O (5-Benzoyl-1-ethyl-2-oxo-2,3-dihydro-1H-indole-3-carboxylic acid [3-(4-bromophenylcarbamoyl)-phenyl]-amide). Reactants: C(C)OC(=O)C1C(N(C2=CC=C(C=C12)C(C1=CC=CC=C1)=O)CC)=O (5-benzoyl-1-ethyl-2-oxo-2,3-dihydro-1H-indole-3-carboxylic acid ethyl ester), NC=1C=C(C(=O)NC2=CC=C(C=C2)Br)C=CC1 (3-amino-N-(4-bromo-phenyl)-benzamide). Procedure: Prepared as in Example 1, Step A, from 5-benzoyl-1-ethyl-2-oxo-2,3-dihydro-1H-indole-3-carboxylic acid ethyl ester (U.S. Pat. No. 4,686,224) and 3-amino-N-(4-bromo-phenyl)-benzamide. Purified by flash-chromatography (hexanes/acetone, 1:1) followed by trituration in ethyl acetate/hexanes. mp 139-142° C. Starting materials: FC1=CC=C(C=C1)C1=CC(N=C1C1=CC=C(C=C1)F)=C(C(F)(F)F)C(F)(F)F (4,5-bis(4-fluorophenyl)-2-[2,2,2-trifluoro-1-(trifluoromethyl)ethylidene]-2H-pyrrole), Cl (HCl), [H-].[Al+3].[Li+].[H-].[H-].[H-] (lithium aluminum hydride), O (water). Run in CCOCC (ether), CCOCC (ether). Conditions: time 2 hour. The product is FC1=CC=C(C=C1)C=1NC(=CC1C1=CC=C(C=C1)F)C(C(F)(F)F)C(F)(F)F (2,3-Bis(4-fluorophenyl)-5-[2,2,2-trifluoro-1-(trifluoromethyl)ethyl]-1H-pyrrole). As a reaction SMILES: [H-].[Al+3].[Li+].[H-].[H-].[H-].[F:7][C:8]1[CH:13]=[CH:12][C:11]([C:14]2[C:18]([C:19]3[CH:24]=[CH:23][C:22]([F:25])=[CH:21][CH:20]=3)=[N:17][C:16](=[C:26]([C:31]([F:34])([F:33])[F:32])[C:27]([F:30])([F:29])[F:28])[CH:15]=2)=[CH:10][CH:9]=1.O.Cl>CCOCC>[F:25][C:22]1[CH:21]=[CH:20][C:19]([C:18]2[NH:17][C:16]([CH:26]([C:27]([F:29])([F:30])[F:28])[C:31]([F:32])([F:33])[F:34])=[CH:15][C:14]=2[C:11]2[CH:10]=[CH:9][C:8]([F:7])=[CH:13][CH:12]=2)=[CH:24][CH:23]=1 |f:0.1.2.3.4.5|. Reported procedure: To a mixture of 0.57 g (0.015 mole) of lithium aluminum hydride in 200 ml ether under nitrogen was added dropwise a solution of 4.03 g (0.01 mole) of 4,5-bis(4-fluorophenyl)-2-[2,2,2-trifluoro-1-(trifluoromethyl)ethylidene]-2H-pyrrole in 50 ml ether. The mixture was stirred at room temperature for 2 hours, then water was added cautiously dropwise. Finally approximately 50 ml of 1 N HCl was added and the ether layer was separated. The aqueous layer was further extracted with ether. The combined e... Starting materials: BrC1=NC(=CC=C1)SC (2-bromo-6-methylsulfanyl-pyridine), BrC=1C=CC(=NC1)S(=O)C (5-bromo-2-methanesulfinyl-pyridine). Product: BrC1=NC(=CC=C1)S(=O)C (2-Bromo-6-methanesulfinyl-pyridine). Reaction SMILES: [Br:1][C:2]1[CH:7]=[CH:6][CH:5]=[C:4]([S:8][CH3:9])[N:3]=1.BrC1C=CC(S(C)=[O:18])=NC=1>>[Br:1][C:2]1[CH:7]=[CH:6][CH:5]=[C:4]([S:8]([CH3:9])=[O:18])[N:3]=1. Procedure: The title compound was prepared from 2-bromo-6-methylsulfanyl-pyridine following a procedure analogous to that described for 5-bromo-2-methanesulfinyl-pyridine in Example 182. Mass spectrum (ESI+): m/z=220/222 (Br) [M+H]+. Starting materials: C1=CN(C=N1)C(=O)N2C=CN=C2 (CDI), C1(CCCC1)NC1=NC(=NC=C1CNC1=C(C(=CC=C1F)OCC)F)SC (cyclopentyl-{5-[(3-ethoxy-2,6-difluoro-phenylamino)-methyl]-2-methylsulfanyl-pyrimidin-4-yl }-amine), 0C, [H-].[Na+] (NaH), oil. Run in C1CCOC1 (THF). Conditions: time 0.5 hour. Product: C1(CCCC1)N1C(N(CC=2C1=NC(=NC2)SC)C2=C(C(=CC=C2F)OCC)F)=O (1-Cyclopentyl-3-(3-ethoxy-2,6-difluoro-phenyl)-7-methylsulfanyl-3,4-dihydro-1H-pyrimido[4,5-d]pyrimidin-2-one). Yield: 80.8%. As a reaction SMILES: [CH:1]1([NH:6][C:7]2[C:12]([CH2:13][NH:14][C:15]3[C:20]([F:21])=[CH:19][CH:18]=[C:17]([O:22][CH2:23][CH3:24])[C:16]=3[F:25])=[CH:11][N:10]=[C:9]([S:26][CH3:27])[N:8]=2)[CH2:5][CH2:4][CH2:3][CH2:2]1.[H-].[Na+].C1N=CN([C:35](N2C=NC=C2)=[O:36])C=1>C1COCC1>[CH:1]1([N:6]2[C:7]3=[N:8][C:9]([S:26][CH3:27])=[N:10][CH:11]=[C:12]3[CH2:13][N:14]([C:15]3[C:20]([F:21])=[CH:19][CH:18]=[C:17]([O:22][CH2:23][CH3:24])[C:16]=3[F:25])[C:35]2=[O:36])[CH2:2][CH2:3][CH2:4][CH2:5]1 |f:1.2|. Reported procedure: A solution of 1.00 g (2.53 mmol) of cyclopentyl-{5-[(3-ethoxy-2,6-difluoro-phenylamino)-methyl]-2-methylsulfanyl-pyrimidin-4-yl }-amine in 20 mL of dry THF was cooled to 0C. To this solution was added 0.25 g (6.33 mmol, 2.5 equivalents) of NaH as a 60% oil suspension. The reaction was stirred for 0.5 hour, the ice bath was removed, and the reaction was stirred for another 0.5 hour. To the reaction was added 1.24 g (7.60 mmol, 3.0 equivalents) of CDI. After 0.5 hour the reaction was warmed to ref... Starting materials: COC(=O)C1=CC2=C(S1)CSC2 (4,6-Dihydro-thieno[3,4-b]thiophene-2-carboxylic acid methyl ester), C1=CC(=CC(=C1)Cl)C(=O)OO (MCPBA). Run in C(C)(=O)OCC (ethyl acetate), C(C)(=O)OCC (ethyl acetate), C(=O)=O (dry ice). Conditions: time 8 hour. Yields the product S1C=2C(C=C1C(=O)OC)=CSC2 (Methyl thieno[3,4-b]thiophene-2-carboxylate). Reaction SMILES: [CH3:1][O:2][C:3]([C:5]1[S:9][C:8]2[CH2:10][S:11][CH2:12][C:7]=2[CH:6]=1)=[O:4].C1C=C(Cl)C=C(C(OO)=O)C=1>C(OCC)(=O)C.C(=O)=O>[S:9]1[C:5]([C:3]([O:2][CH3:1])=[O:4])=[CH:6][C:7]2=[CH:12][S:11][CH:10]=[C:8]12. Procedure: A solution of 2.0 g (10 mmol) (3) in 30 mL ethyl acetate was stirred and cooled down in dry ice bath. MCPBA (1.75 g, 10 mmol) in 30 mL ethyl acetate was added dropwise to the reaction solution. After the addition, the mixture was kept stirring for overnight. Then the solvent was removed by evaporation and the residue contained a crude product of (4) and 3-chlorobenzoic acid.